This data is from the Open Reaction Database (ORD), a public repository of structured organic reaction records. The task is: describe an organic reaction: reactants, conditions, products, and yield Starting materials: CC([O-])=S, CN(CCOS(C)(=O)=O)CC(C)(C)[N+](=O)[O-], CC#N, [K+]. As a reaction SMILES: [C:17]([CH3:18])(=[S:19])[O-:20].[CH3:1][S:2]([O:3][CH2:6][CH2:7][N:8]([CH2:9][C:10]([CH3:11])([N+:12](=[O:13])[O-:14])[CH3:15])[CH3:16])(=[O:4])=[O:5].[CH3:22][C:23]#[N:24].[K+:21]>>[CH2:6]([CH2:7][N:8]([CH2:9][C:10]([CH3:11])([N+:12](=[O:13])[O-:14])[CH3:15])[CH3:16])[S:19][C:17]([CH3:18])=[O:20]. The product is CC(=O)SCCN(C)CC(C)(C)[N+](=O)[O-]. The reactants are CCOC(=O)C (EtOAc), C(=O)(O)[O-].[Na+] (NaHCO3), CCCC[N+](CCCC)(CCCC)CCCC.[F-] (TBAF), FC(C=1C=CC(=C(C1)CC(=O)OC)C#C[Si](C)(C)C)(F)F (methyl 2-(5-(trifluoromethyl)-2-((trimethylsilyl)ethynyl)phenyl)acetate). The solvent is C1CCOC1 (THF). Product: C(#C)C1=C(C=C(C=C1)C(F)(F)F)CC(=O)OC (Methyl 2-(2-ethynyl-5-(trifluoromethyl)phenyl)acetate), liquid. Isolated yield 72.0%. RXN SMILES: CCCC[N+](CCCC)(CCCC)CCCC.[F-].[F:19][C:20]([F:39])([F:38])[C:21]1[CH:22]=[CH:23][C:24]([C:32]#[C:33][Si](C)(C)C)=[C:25]([CH2:27][C:28]([O:30][CH3:31])=[O:29])[CH:26]=1.CCOC(C)=O.C([O-])(O)=O.[Na+]>C1COCC1>[C:32]([C:24]1[CH:23]=[CH:22][C:21]([C:20]([F:19])([F:39])[F:38])=[CH:26][C:25]=1[CH2:27][C:28]([O:30][CH3:31])=[O:29])#[CH:33] |f:0.1,4.5|. Procedure details: TBAF (1.0 M in THF; 4.29 mL, 4.29 mmol) was added to a solution of methyl 2-(5-(trifluoromethyl)-2-((trimethylsilyl)ethynyl)phenyl)acetate (A104) (0.900 g, 2.86 mmol) in THF (25 mL) at 0° C. The resulting mixture was stirred at 0° C. for 5 minutes before the addition of EtOAc (50 mL) and 10% aqueous NaHCO3 (50 mL). The layers were separated and the organic phase dried (MgSO4) then the solvent was evaporated under reduced pressure. The residue was adsorbed onto silica gel and purified by silica g... Starting materials: OC1=C(C(=CC(=C1)OCOC)OCOC)C(CCC1=CC=C(C=C1)OCOC)=O (1-[2-hydroxy-4,6-bis(methoxymethoxy)phenyl]-3-(4-methoxymethoxyphenyl)-1-propanone), Cl.C(C)O (hydrochloric acid ethanol), ice water. Run in CO (methanol). Product: OC1=C(C(=CC(=C1)O)O)C(CCC1=CC=C(C=C1)O)=O (1-(2,4,6-trihydroxyphenyl)-3-(4-hydroxyphenyl)-1-propanone). Yield: 64.4%. As a reaction SMILES: [OH:1][C:2]1[CH:7]=[C:6]([O:8]COC)[CH:5]=[C:4]([O:12]COC)[C:3]=1[C:16](=[O:29])[CH2:17][CH2:18][C:19]1[CH:24]=[CH:23][C:22]([O:25]COC)=[CH:21][CH:20]=1.Cl.C(O)C>CO>[OH:1][C:2]1[CH:7]=[C:6]([OH:8])[CH:5]=[C:4]([OH:12])[C:3]=1[C:16](=[O:29])[CH2:17][CH2:18][C:19]1[CH:24]=[CH:23][C:22]([OH:25])=[CH:21][CH:20]=1 |f:1.2|. Procedure details: Then, 5.94 g of 1-[2-hydroxy-4,6-bis(methoxymethoxy)phenyl]-3-(4-methoxymethoxyphenyl)-1-propanone was stirred with 87 ml of methanol and 52 ml of a hydrochloric acid/ethanol reagent at 60° C. for 35 minutes. Then, the reaction mixture was poured into ice water and the precipitated crystal was recovered by filtration and dried. The crystal was subjected to the column chromatography [330 g of 270-400 mesh Kieselgel 60; 0.5 kg/cm2 ; eluting solvent=hexane/ethyl acetate (2/1)]. Fractions of 50 ml w...